From a dataset of the Open Reaction Database (ORD), a public repository of structured organic reaction records. describe an organic reaction: reactants, conditions, products, and yield Reactants: [H-].[Na+] (sodium hydride), [H-].[Na+] (sodium hydride), CN(C=O)C (dimethylformamide), C(C1=CC=CC=C1)OCCCCCO (5-benzyloxy-1-pentanol), CI (methyl iodide). Solvent: O (water). Yields the product C(C1=CC=CC=C1)OCCCCCOC (5-benzyloxy-1-methoxy-pentane). Isolated yield 70.0%. As a reaction SMILES: [H-].[Na+].CN(C)[CH:5]=[O:6].[CH2:8]([O:15][CH2:16][CH2:17][CH2:18][CH2:19][CH2:20]O)[C:9]1[CH:14]=[CH:13][CH:12]=[CH:11][CH:10]=1.CI>O>[CH2:8]([O:15][CH2:16][CH2:17][CH2:18][CH2:19][CH2:20][O:6][CH3:5])[C:9]1[CH:14]=[CH:13][CH:12]=[CH:11][CH:10]=1 |f:0.1|. Procedure: 1.6 g (0.039 mol) of 55% sodium hydride in oil were added to 50 ml of dimethylformamide under stirring at room temperature. 5 ml (0.026 mol) of 5-benzyloxy-1-pentanol and 2.43 ml (0.039 mol) of methyl iodide were then added successively. After a night the excess of sodium hydride was decomposed with water and the solvent evaporated under vacuum. The residue was redissolved with methylene chloride and washed with water. The organic layer was finally dried over anhydrous sodium sulfate and evapora... The reactants are O=C([O-])[O-], CC(C)=O, ClCCN1CCOCC1, Cl, [K+], [K+], O=[N+]([O-])c1cccc(O)c1. The product is O=[N+]([O-])c1cccc(OCCN2CCOCC2)c1. RXN SMILES: [C:21](=[O:22])([O-:23])[O-:24].[CH3:27][C:28](=[O:29])[CH3:30].[Cl:12][CH2:13][CH2:14][N:15]1[CH2:16][CH2:17][O:18][CH2:19][CH2:20]1.[ClH:11].[K+:25].[K+:26].[OH:1][c:2]1[cH:3][cH:4][cH:5][c:6]([N+:8]([O-:9])=[O:10])[cH:7]1>>[O:1]([c:2]1[cH:3][cH:4][cH:5][c:6]([N+:8]([O-:9])=[O:10])[cH:7]1)[CH2:13][CH2:14][N:15]1[CH2:16][CH2:17][O:18][CH2:19][CH2:20]1. Reactants: OC1=C(C=CC(=C1)C(CCCCCC)(C)C)C1CC(CCC1)=O (3-[2-hydroxy-4-(1,1-dimethylheptyl)phenyl]cyclohexanone), C(C)(=O)OC(C)=O (acetic anhydride), Cl (hydrochloric acid). Solvent: N1=CC=CC=C1 (pyridine). Reaction conditions: time 18 hour. Yields the product C(C)(=O)OC1=C(C=CC(=C1)C(CCCCCC)(C)C)C1CC(CCC1)=O (3-[2-Acetoxy-4-(1,1-dimethylheptyl)phenyl]-cyclohexanone). Reaction SMILES: [OH:1][C:2]1[CH:7]=[C:6]([C:8]([CH3:16])([CH3:15])[CH2:9][CH2:10][CH2:11][CH2:12][CH2:13][CH3:14])[CH:5]=[CH:4][C:3]=1[CH:17]1[CH2:22][CH2:21][CH2:20][C:19](=[O:23])[CH2:18]1.[C:24](OC(=O)C)(=[O:26])[CH3:25].Cl>N1C=CC=CC=1>[C:24]([O:1][C:2]1[CH:7]=[C:6]([C:8]([CH3:16])([CH3:15])[CH2:9][CH2:10][CH2:11][CH2:12][CH2:13][CH3:14])[CH:5]=[CH:4][C:3]=1[CH:17]1[CH2:22][CH2:21][CH2:20][C:19](=[O:23])[CH2:18]1)(=[O:26])[CH3:25]. Procedure details: A solution of 2.0 g of 3-[2-hydroxy-4-(1,1-dimethylheptyl)phenyl]cyclohexanone in 15 ml of pyridine is treated at 10° C. with 10 ml acetic anhydride and the mixture stirred for 18 hours under nitrogen. It is then poured onto ice/water and acidified with dilute hydrochloric acid. The acidified mixture is extracted with ethyl acetate (2×100 ml), the extracts combined, washed with brine and dried (MgSO4). Evaporation under reduced pressure give the title product as an oil. RXN SMILES: [F:1][C:2]1[CH:3]=[C:4]([CH:20]=[CH:21][C:22]=1[F:23])[CH2:5][C:6]1([OH:19])[CH2:11][CH2:10][N:9](C(OC(C)(C)C)=O)[CH2:8][CH2:7]1.[ClH:24].C(O)C>C(O)C>[ClH:24].[F:1][C:2]1[CH:3]=[C:4]([CH:20]=[CH:21][C:22]=1[F:23])[CH2:5][C:6]1([OH:19])[CH2:11][CH2:10][NH:9][CH2:8][CH2:7]1 |f:1.2,4.5|. Procedure: To a solution of tert-butyl 4-(3,4-difluorobenzyl)-4-hydroxypiperidine-1-carboxylate (4.7 g) in ethanol (30 mL) was added 2.0 M HCl/ethanol solution (36 mL), and the mixture was stirred overnight at room temperature. The solvent was evaporated under reduced pressure, and the obtained solid was recrystallized from ethyl acetate/diisopropyl ether to give the title compound (3.5 g). Reaction conditions: time 8 hour. The reactants are FC=1C=C(CC2(CCN(CC2)C(=O)OC(C)(C)C)O)C=CC1F (tert-butyl 4-(3,4-difluorobenzyl)-4-hydroxypiperidine-1-carboxylate), Cl.C(C)O (HCl ethanol). Product: Cl.FC=1C=C(CC2(CCNCC2)O)C=CC1F (4-(3,4-difluorobenzyl)-4-hydroxypiperidine hydrochloride). Run in C(C)O (ethanol). Reactants: O.NN (hydrazine hydrate), [N+](=O)([O-])C=1C=C(C=CC1)C=1C2CC2C(NN1)=O (2-(m-nitrophenyl)-3,4-diaza-bicyclo[4.1.0]hept-2-en-5-one). The reagents and catalysts are [Ni] (Raney nickel). The solvent is C(C)O (ethanol), C(C)O (ethanol). Run at time 1 hour. Yields the product NC=1C=C(C=CC1)C=1C2CC2C(NN1)=O (2-(m-aminophenyl)-3,4-diaza-bicyclo[4.1.0]hept-2-en-5-one). The yield is 76.5%. Reaction SMILES: O.NN.[N+:4]([C:7]1[CH:8]=[C:9]([C:13]2[CH:14]3[CH:16]([C:17](=[O:20])[NH:18][N:19]=2)[CH2:15]3)[CH:10]=[CH:11][CH:12]=1)([O-])=O>C(O)C.[Ni]>[NH2:4][C:7]1[CH:8]=[C:9]([C:13]2[CH:14]3[CH:16]([C:17](=[O:20])[NH:18][N:19]=2)[CH2:15]3)[CH:10]=[CH:11][CH:12]=1 |f:0.1|. Reported procedure: A solution of 0.65 g (13.0 millimoles) of hydrazine hydrate in 10 ml of ethanol is added, whilst stirring, to a mixture of 1.5 g (6.5 millimoles) of 2-(m-nitrophenyl)-3,4-diaza-bicyclo[4.1.0]hept-2-en-5-one (see Example 32b), 20 ml of ethanol and a small amount of an aqueous Raney nickel suspension in the course of 5 minutes, during which the temperature rises from 25° to 35° C. Stirring is continued for 1 hour and the reaction mixture is then slowly raised to the boil. It is refluxed for 5 minu...